This data is from the Open Reaction Database (ORD), a public repository of structured organic reaction records. The task is: describe an organic reaction: reactants, conditions, products, and yield Starting materials: ester, C(C)OP(=O)(N[C@@H](C)C(=O)N1[C@H](C(=O)OCC2=CC=CC=C2)CCC1)CC1=CC=CC=C1 (1-[N-[Ethoxy(phenylmethyl)phosphinyl]-L-alanyl]-L-proline, phenylmethyl ester). Reagents/catalysts: [C].[Pd] (palladium-carbon). The solvent is CO (methanol). Run at time 1.5 hour. The product is C(C)OP(=O)(N[C@@H](C)C(=O)N1[C@H](C(=O)O)CCC1)CC1=CC=CC=C1 (1-[N-[ethoxy(phenylmethyl)phosphinyl]-L-alanyl]-L-proline). Reaction SMILES: [CH2:1]([O:3][P:4]([CH2:26][C:27]1[CH:32]=[CH:31][CH:30]=[CH:29][CH:28]=1)([NH:6][C@H:7]([C:9]([N:11]1[CH2:25][CH2:24][CH2:23][C@H:12]1[C:13]([O:15]CC1C=CC=CC=1)=[O:14])=[O:10])[CH3:8])=[O:5])[CH3:2]>[C].[Pd].CO>[CH2:1]([O:3][P:4]([CH2:26][C:27]1[CH:28]=[CH:29][CH:30]=[CH:31][CH:32]=1)([NH:6][C@H:7]([C:9]([N:11]1[CH2:25][CH2:24][CH2:23][C@H:12]1[C:13]([OH:15])=[O:14])=[O:10])[CH3:8])=[O:5])[CH3:2] |f:1.2|. Procedure details: A solution of the ester product from part (b) (1.42 g., 3.1 mmole) in 60 ml. of methanol is treated with 10% palladium-carbon catalyst (350 mg.) and hydrogenated in a Parr apparatus at an initial pressure of 45 psi. for 1.5 hours. The mixture is filtered through Celite and evaporated to dryness to give 1-[N-[ethoxy(phenylmethyl)phosphinyl]-L-alanyl]-L-proline as a colorless foam. Tlc (10% methanoldichloromethane) shows a single spot at Rf 0.31. Yields the product ClC=1C=C(C=CC1)C1=CC2=C(NC(OC2C2=CC=CC=C2)=O)C=C1 (6-(3-Chloro-phenyl)-4-phenyl-1,4-dihydro-benzo[d][1,3]oxazin-2-one). RXN SMILES: [NH2:1][C:2]1[CH:7]=[CH:6][C:5]([C:8]2[CH:13]=[CH:12][CH:11]=[C:10]([Cl:14])[CH:9]=2)=[CH:4][C:3]=1C1(C=CC=CC1)CO.Cl[C:24](Cl)([O:26][C:27](=[O:33])OC(Cl)(Cl)Cl)Cl>>[Cl:14][C:10]1[CH:9]=[C:8]([C:5]2[CH:6]=[CH:7][C:2]3[NH:1][C:27](=[O:33])[O:26][CH:24]([C:2]4[CH:7]=[CH:6][CH:5]=[CH:4][CH:3]=4)[C:3]=3[CH:4]=2)[CH:13]=[CH:12][CH:11]=1. The reactants are NC1=C(C=C(C=C1)C1=CC(=CC=C1)Cl)C1(CO)CC=CC=C1 (1-(4-amino-3′-chloro-biphenyl-3-yl)-benzyl alcohol), ClC(Cl)(OC(OC(Cl)(Cl)Cl)=O)Cl (triphosgene). Procedure details: Prepared from 1-(4-amino-3′-chloro-biphenyl-3-yl)-benzyl alcohol and triphosgene according to the procedure of Example 9. Off-white solid: mp 177-178° C.; 1H-NMR (DMSO-d6) δ 10.5 (s, 1H), 7.68 (dd, 1H, J=8.7, 1.7 Hz), 7.62 (t, 1H, 1H, J=1.74 Hz), 7.54-7.5 (m, 1H), 7.48-7.34 (m, 8H), 7.04 (d, 1H, J=8.7 Hz), 1H) MS (ESI) m/z 336 ([M+H]+, 30%). The reactants are ClC1=NC(=C2N=CN(C2=N1)C)N1CCOCC1 (4-(2-Chloro-9-methyl-9H-purin-6-yl)morpholine), CC1(OB(OC1(C)C)C=1C=CC(=NC1)N)C (5-(4,4,5,5-tetramethyl-1,3,2-dioxaborolan-2-yl)pyridin-2-amine). Product: CN1C2=NC(=NC(=C2N=C1)N1CCOCC1)C=1C=CC(=NC1)N (5-(9-methyl-6-morpholino-9H-purin-2-yl)pyridin-2-amine). As a reaction SMILES: Cl[C:2]1[N:10]=[C:9]2[C:5]([N:6]=[CH:7][N:8]2[CH3:11])=[C:4]([N:12]2[CH2:17][CH2:16][O:15][CH2:14][CH2:13]2)[N:3]=1.CC1(C)C(C)(C)OB([C:26]2[CH:27]=[CH:28][C:29]([NH2:32])=[N:30][CH:31]=2)O1>>[CH3:11][N:8]1[CH:7]=[N:6][C:5]2[C:9]1=[N:10][C:2]([C:26]1[CH:27]=[CH:28][C:29]([NH2:32])=[N:30][CH:31]=1)=[N:3][C:4]=2[N:12]1[CH2:17][CH2:16][O:15][CH2:14][CH2:13]1. Reported procedure: 4-(2-Chloro-9-methyl-9H-purin-6-yl)morpholine (20 mg) was reacted with 5-(4,4,5,5-tetramethyl-1,3,2-dioxaborolan-2-yl)pyridin-2-amine via General Procedure A and purified via reverse phase HPLC to give 9.3 mg of 128 as a white solid. MS (Q1) 312.3 (M)+. Starting materials: CC(=O)O[BH-](OC(C)=O)OC(C)=O, CC(=O)O, CO, O=Cc1ccccc1, ClCCCl, ClCCl, Cl, CC(C)(C)c1ccc(CN)c(O)c1, [Na+]. The product is CC(C)(C)c1ccc(CNCc2ccccc2)c(O)c1. Reaction SMILES: [C:27]([O:28][BH-:29]([O:30][C:31](=[O:32])[CH3:33])[O:34][C:35](=[O:36])[CH3:37])(=[O:38])[CH3:39].[CH3:23][C:24](=[O:25])[OH:26].[CH3:48][OH:49].[CH:15](=[O:16])[c:17]1[cH:18][cH:19][cH:20][cH:21][cH:22]1.[Cl:41][CH2:42][CH2:43][Cl:44].[Cl:45][CH2:46][Cl:47].[ClH:1].[NH2:2][CH2:3][c:4]1[c:5]([OH:14])[cH:6][c:7]([C:10]([CH3:11])([CH3:12])[CH3:13])[cH:8][cH:9]1.[Na+:40]>>[NH:2]([CH2:3][c:4]1[c:5]([OH:14])[cH:6][c:7]([C:10]([CH3:11])([CH3:12])[CH3:13])[cH:8][cH:9]1)[CH2:15][c:17]1[cH:18][cH:19][cH:20][cH:21][cH:22]1. Starting materials: C(C)(C)(C)OC(=O)N1CCC(CC1)C1=CC(=C(C=C1)NC1=NN2C(C=N1)=CC=C2C2=C(C=CC=C2)OC)OC (4-{3-Methoxy-4-[7-(2-methoxy-phenyl)-pyrrolo[2,1-f][1,2,4]triazin-2-ylamino]-phenyl}-piperidine-1-carboxylic acid tert-butyl ester), FC(C(=O)O)(F)F (trifluoroacetic acid). The solvent is C(Cl)Cl (methylene chloride). Product: COC1=C(C=CC=C1)C1=CC=C2C=NC(=NN21)NC2=C(C=C(C=C2)C2CCNCC2)OC ([7-(2-methoxy-phenyl)-pyrrolo[2,1-f][1,2,4]triazin-2-yl]-(2-methoxy-4-piperidin-4-yl-phenyl)-amine). Isolated yield 95.6%. As a reaction SMILES: C(OC([N:8]1[CH2:13][CH2:12][CH:11]([C:14]2[CH:19]=[CH:18][C:17]([NH:20][C:21]3[N:26]=[CH:25][C:24]4=[CH:27][CH:28]=[C:29]([C:30]5[CH:35]=[CH:34][CH:33]=[CH:32][C:31]=5[O:36][CH3:37])[N:23]4[N:22]=3)=[C:16]([O:38][CH3:39])[CH:15]=2)[CH2:10][CH2:9]1)=O)(C)(C)C.FC(F)(F)C(O)=O>C(Cl)Cl>[CH3:37][O:36][C:31]1[CH:32]=[CH:33][CH:34]=[CH:35][C:30]=1[C:29]1[N:23]2[C:24]([CH:25]=[N:26][C:21]([NH:20][C:17]3[CH:18]=[CH:19][C:14]([CH:11]4[CH2:12][CH2:13][NH:8][CH2:9][CH2:10]4)=[CH:15][C:16]=3[O:38][CH3:39])=[N:22]2)=[CH:27][CH:28]=1. Reported procedure: 4-{3-Methoxy-4-[7-(2-methoxy-phenyl)-pyrrolo[2,1-f][1,2,4]triazin-2-ylamino]-phenyl}-piperidine-1-carboxylic acid tert-butyl ester (650.00 mg, 1.227 mmol) was treated with trifluoroacetic acid (0.473 mL, 6.136 mmol) in methylene chloride (3 mL) at room temperature until complete reaction of starting material was observed by hplc analysis of reaction mixture. The reaction was quenched with minimum amount of saturated aqueous sodium carbonate, and was extracted extensively in dichloromethane. The ...